Dataset: the Open Reaction Database (ORD), a public repository of structured organic reaction records. Task: describe an organic reaction: reactants, conditions, products, and yield Reactants: N1C(=NC2=C1C=CC=C2)CCCN (1H-benzimidazole-2-propanamine), NC(CC1=CC=C(OCC2CO2)C=C1)=O (1-[4-(2-amino-2-oxoethyl)phenoxy]-2,3-epoxypropane). The solvent is CO (methanol). Yields the product NC(CC1=CC=C(OCC(CNCCCN2C=NC3=C2C=CC=C3)O)C=C1)=O (N-{3-[4-(2-amino-2-oxoethyl)phenoxy]-2-hydroxypropyl}-1H-benzimidazole-1-propanamine). As a reaction SMILES: [NH:1]1[C:5]2[CH:6]=[CH:7][CH:8]=[CH:9][C:4]=2[N:3]=[C:2]1CCCN.[NH2:14][C:15](=[O:28])[CH2:16][C:17]1[CH:27]=[CH:26][C:20]([O:21][CH2:22][CH:23]2[O:25][CH2:24]2)=[CH:19][CH:18]=1>CO>[NH2:14][C:15](=[O:28])[CH2:16][C:17]1[CH:27]=[CH:26][C:20]([O:21][CH2:22][CH:23]([OH:25])[CH2:24][NH:1][CH2:5][CH2:4][CH2:9][N:3]2[C:4]3[CH:9]=[CH:8][CH:7]=[CH:6][C:5]=3[N:1]=[CH:2]2)=[CH:19][CH:18]=1. Procedure: A mixture of 9.8 grams of 1H-benzimidazole-2-propanamine and 12.16 grams of 1-[4-(2-amino-2-oxoethyl)phenoxy]-2,3-epoxypropane in 400 ml of 95% methanol was refluxed for 17 hours. The solvent was then evaporated under reduced pressure and the residue was chromatographed on a silica gel column packed in chloroform and eluted with solutions containing increasing percentages of methanol in chloroform. The fractions eluted with 30% methanol were combined and the solvent evaporated under reduced pres... Reactants: Cl.COC([C@@H](N)CC1=CC(=C(C=C1)O)C(=O)OC)=O (Racemic 3-(carbomethoxy)tyrosine methyl ester hydrochloride), C1(CCCCC1)N1C(=NC2=C1C=CC(=C2)C(=O)O)C2=COC=C2 (1-Cyclohexyl-2-furan-3-yl-1H-benzoimidazole-5-carboxylic acid), BrCC(=O)OC (methyl bromoacetate), C(=O)([O-])[O-].[K+].[K+].CC(=O)C (K2CO3 acetone). Product: C(=O)(O)C(CC=1C=CC(=C(C(=O)O)C1)OCC(=O)O)NC(=O)C1=CC2=C(N(C(=N2)C2=COC=C2)C2CCCCC2)C=C1 (Racemic 5-(2-Carboxy-2-{[1-(1-cyclohexyl-2-furan-3-yl-1H-benzimidazol-5-yl)-methanoyl]-amino}-ethyl)-2-carboxymethoxy-benzoic acid). As a reaction SMILES: Cl.C[O:3][C:4](=[O:19])[C@H:5]([CH2:7][C:8]1[CH:13]=[CH:12][C:11]([OH:14])=[C:10]([C:15]([O:17]C)=[O:16])[CH:9]=1)[NH2:6].[CH:20]1([N:26]2[C:30]3[CH:31]=[CH:32][C:33]([C:35](O)=[O:36])=[CH:34][C:29]=3[N:28]=[C:27]2[C:38]2[CH:42]=[CH:41][O:40][CH:39]=2)[CH2:25][CH2:24][CH2:23][CH2:22][CH2:21]1.Br[CH2:44][C:45]([O:47]C)=[O:46].C([O-])([O-])=O.[K+].[K+].CC(C)=O>>[C:4]([CH:5]([NH:6][C:35]([C:33]1[CH:32]=[CH:31][C:30]2[N:26]([CH:20]3[CH2:25][CH2:24][CH2:23][CH2:22][CH2:21]3)[C:27]([C:38]3[CH:42]=[CH:41][O:40][CH:39]=3)=[N:28][C:29]=2[CH:34]=1)=[O:36])[CH2:7][C:8]1[CH:13]=[CH:12][C:11]([O:14][CH2:44][C:45]([OH:47])=[O:46])=[C:10]([CH:9]=1)[C:15]([OH:17])=[O:16])([OH:3])=[O:19] |f:0.1,4.5.6.7|. Reported procedure: Racemic 3-(carbomethoxy)tyrosine methyl ester hydrochloride (example 119) was coupled to the carboxylic acid of example 2 in the usual manner. The phenolic hydroxyl group was alkylated with methyl bromoacetate in the usual manner (K2CO3/acetone at reflux) and saponified to give the title compound of example 126. Reactants: CCN(CC)CCCN1C(=O)CCc2cc([N+](=O)[O-])ccc21, CO, NN, O. Product: CCN(CC)CCCN1C(=O)CCc2cc(N)ccc21. As a reaction SMILES: [CH2:1]([CH3:2])[N:3]([CH2:4][CH2:5][CH2:6][N:7]1[C:8](=[O:20])[CH2:9][CH2:10][c:11]2[cH:12][c:13]([N+:17]([O-:18])=[O:19])[cH:14][cH:15][c:16]21)[CH2:21][CH3:22].[CH3:26][OH:27].[NH2:24][NH2:25].[OH2:23]>>[CH2:1]([CH3:2])[N:3]([CH2:4][CH2:5][CH2:6][N:7]1[C:8](=[O:20])[CH2:9][CH2:10][c:11]2[cH:12][c:13]([NH2:17])[cH:14][cH:15][c:16]21)[CH2:21][CH3:22]. The reactants are S(=O)(O)[O-].[Na+] (sodium hydrogen sulfite), C1(=CC=C(C=C1)S(=O)(=O)O)C (p-toluenesulfonic acid), OCCOC1=C(C=C(C=O)C=C1C)C (4-(2-hydroxy-ethoxy)-3,5-dimethyl-benzaldehyde), NC1=C(C(=O)NC2=CC=C(C=C2)F)C=CC=C1 (2-amino-N-(4-fluoro-phenyl)-benzamide). Solvent: CN(C(C)=O)C (N,N-dimethylacetamide), O (water). Run at temperature 155 celsius. Yields the product FC1=CC=C(C=C1)N1C(=NC2=CC=CC=C2C1=O)C1=CC(=C(C(=C1)C)OCCO)C (3-(4-fluorophenyl)-2-(4-(2-hydroxyethoxy)-3,5-dimethylphenyl)quinazolin-4(3H)-one). RXN SMILES: [OH:1][CH2:2][CH2:3][O:4][C:5]1[C:12]([CH3:13])=[CH:11][C:8]([CH:9]=O)=[CH:7][C:6]=1[CH3:14].[NH2:15][C:16]1[CH:31]=[CH:30][CH:29]=[CH:28][C:17]=1[C:18]([NH:20][C:21]1[CH:26]=[CH:25][C:24]([F:27])=[CH:23][CH:22]=1)=[O:19].S([O-])(O)=O.[Na+].C1(C)C=CC(S(O)(=O)=O)=CC=1>CN(C)C(=O)C.O>[F:27][C:24]1[CH:25]=[CH:26][C:21]([N:20]2[C:18](=[O:19])[C:17]3[C:16](=[CH:31][CH:30]=[CH:29][CH:28]=3)[N:15]=[C:9]2[C:8]2[CH:11]=[C:12]([CH3:13])[C:5]([O:4][CH2:3][CH2:2][OH:1])=[C:6]([CH3:14])[CH:7]=2)=[CH:22][CH:23]=1 |f:2.3|. Reported procedure: To a mixture of 4-(2-hydroxy-ethoxy)-3,5-dimethyl-benzaldehyde (0.420 g, 2.17 mmol) and 2-amino-N-(4-fluoro-phenyl)-benzamide (0.500 g, 2.17 mmol) in N,N-dimethylacetamide (5 mL) was added sodium hydrogen sulfite (0.350 g, 3.26 mmol) and p-toluenesulfonic acid (0.21 g, 0.11 mmol). The reaction mixture was heated at 155° C. for 14 hours. The reaction mixture was cooled to room temperature and diluted with cold water (20 mL) to produce the precipitate. The yellow solid was filtered, washed with co... Starting materials: C(C)(=O)O (acetic acid), C1(=CC=CC=C1)CC#N (phenylacetonitrile), COC=1C=CC=CC1[N+](=O)[O-] (o-nitroanisole), [OH-].[K+] (KOH). The solvent is CO (methanol), O (water). Run at temperature 55 celsius, time 6 hour. Product: ON=C1C(=CC(C=C1)=C(C#N)C1=CC=CC=C1)OC ((4-Hydroxyimino-3-methoxy-cyclohexa-2,5-dienylidene)-phenylacetonitrile). As a reaction SMILES: [C:1]1([CH2:7][C:8]#[N:9])[CH:6]=[CH:5][CH:4]=[CH:3][CH:2]=1.[CH3:10][O:11][C:12]1[CH:13]=[CH:14][CH:15]=[CH:16][C:17]=1[N+:18]([O-:20])=O.[OH-].[K+].C(O)(=O)C>CO.O>[OH:20][N:18]=[C:17]1[CH:16]=[CH:15][C:14](=[C:7]([C:1]2[CH:6]=[CH:5][CH:4]=[CH:3][CH:2]=2)[C:8]#[N:9])[CH:13]=[C:12]1[O:11][CH3:10] |f:2.3|. Procedure: 21.0 g (0.18 mol) of phenylacetonitrile and 25 g (0.16 mol) of o-nitroanisole are added at 25° C. to a solution of 35.6 g KOH (0.54 mol, assay 85%) in 180 ml of methanol and the dark red reaction mixture is stirred at 55° C. for 6 hrs. After cooling, the mixture is diluted with 500 ml of water, and acidified by addition of 60 ml of acetic acid with cooling. The resulting orange precipitate is filtered, washed with water, methanol:water 1:1 (v/v), and dried at 80° C. under vacuum. The crude produ...